Dataset: the Open Reaction Database (ORD), a public repository of structured organic reaction records. Task: describe an organic reaction: reactants, conditions, products, and yield Reactants: ClC1=C(CNC=2SCC(N2)=O)C=CC=C1 (2-(2-chloro-benzylamino)-thiazol-4-one), C(C)OC1=NC(=NC2=CC=C(C=C12)C=O)NC (4-ethoxy-2-methylamino-quinazoline-6-carbaldehyde), C(C1=CC=CC=C1)(=O)O (benzoic acid), N1CCCCC1 (piperidine). Run in C1(=CC=CC=C1)C (toluene). Run at temperature 150 celsius. The product is ClC1=C(CNC=2SC(C(N2)=O)=CC=2C=C3C(=NC(=NC3=CC2)NC)OCC)C=CC=C1 (2-(2-chloro-benzylamino)-5-(4-ethoxy-2-methylamino-quinazolin-6-ylmethylene)-thiazol-4-one). RXN SMILES: [Cl:1][C:2]1[CH:15]=[CH:14][CH:13]=[CH:12][C:3]=1[CH2:4][NH:5][C:6]1[S:7][CH2:8][C:9](=[O:11])[N:10]=1.[CH2:16]([O:18][C:19]1[C:28]2[C:23](=[CH:24][CH:25]=[C:26]([CH:29]=O)[CH:27]=2)[N:22]=[C:21]([NH:31][CH3:32])[N:20]=1)[CH3:17].C(O)(=O)C1C=CC=CC=1.N1CCCCC1>C1(C)C=CC=CC=1>[Cl:1][C:2]1[CH:15]=[CH:14][CH:13]=[CH:12][C:3]=1[CH2:4][NH:5][C:6]1[S:7][C:8](=[CH:29][C:26]2[CH:27]=[C:28]3[C:23](=[CH:24][CH:25]=2)[N:22]=[C:21]([NH:31][CH3:32])[N:20]=[C:19]3[O:18][CH2:16][CH3:17])[C:9](=[O:11])[N:10]=1. Reported procedure: To a suspension of 2-(2-chloro-benzylamino)-thiazol-4-one (example 13a, 38.5. mg, 0.16 mmole), and 4-ethoxy-2-methylamino-quinazoline-6-carbaldehyde (example 12f, 45.5 mg, 0.20 mmole) in 2 mL of toluene in a microwave tube were added benzoic acid (2.0 mg, 0.016 mmole) and piperidine (1.5 mg, 0.02 mmole). The reaction mixture was heated to 150° C. with microwave for 45 min. The reaction mixture was then cooled to r.t. and the solid was filtered off, washed with toluene, MeOH and ether to give 2-(... Reactants: CN(C)C=O, CC[O-], BrCC1CC1, O=c1[nH]c(=O)n(-c2cccc([N+](=O)[O-])c2)c2ccccc12, [Na+], O. Product: O=c1c2ccccc2n(-c2cccc([N+](=O)[O-])c2)c(=O)n1CC1CC1. Reaction SMILES: [CH3:22][N:23]([CH3:24])[CH:25]=[O:26].[CH3:28][CH2:29][O-:30].[CH:31]1([CH2:34][Br:35])[CH2:32][CH2:33]1.[N+:1](=[O:2])([O-:3])[c:4]1[cH:5][c:6](-[n:10]2[c:11](=[O:21])[nH:12][c:13](=[O:20])[c:14]3[cH:15][cH:16][cH:17][cH:18][c:19]23)[cH:7][cH:8][cH:9]1.[Na+:27].[OH2:36]>>[N+:1](=[O:2])([O-:3])[c:4]1[cH:5][c:6](-[n:10]2[c:11](=[O:21])[n:12]([CH2:34][CH:31]3[CH2:32][CH2:33]3)[c:13](=[O:20])[c:14]3[cH:15][cH:16][cH:17][cH:18][c:19]23)[cH:7][cH:8][cH:9]1. Reactants: CC(C)(C)OC(=O)NC1CCc2cc(CN3CCCCC3)ccc2C1, ClCCl, O=C(O)C(F)(F)F. Reaction SMILES: [C:1]([O:2][C:3](=[O:4])[NH:7][CH:8]1[CH2:9][c:10]2[cH:11][cH:12][c:13]([CH2:18][N:19]3[CH2:20][CH2:21][CH2:22][CH2:23][CH2:24]3)[cH:14][c:15]2[CH2:16][CH2:17]1)([CH3:5])([CH3:6])[CH3:25].[Cl:33][CH2:34][Cl:35].[F:26][C:27]([F:28])([F:29])[C:30]([OH:31])=[O:32]>>[NH2:7][CH:8]1[CH2:9][c:10]2[cH:11][cH:12][c:13]([CH2:18][N:19]3[CH2:20][CH2:21][CH2:22][CH2:23][CH2:24]3)[cH:14][c:15]2[CH2:16][CH2:17]1. Product: NC1CCc2cc(CN3CCCCC3)ccc2C1.